From a dataset of the Open Reaction Database (ORD), a public repository of structured organic reaction records. describe an organic reaction: reactants, conditions, products, and yield Starting materials: OC1=C(C=C(C=C1C)CCC(=O)C=1SC(=CC1)C1=CC=C(C=C1)C(F)(F)F)C (3-(4-hydroxy-3,5-dimethylphenyl)-1-(5-(4-(trifluoromethyl)phenyl)thien-2-yl)propan-1-one), BrC(C(=O)OC(C)(C)C)(C)C (tert-butyl bromoisobutyrate), C([O-])([O-])=O.[K+].[K+] (potassium carbonate). The product is CC1=C(OC(C(=O)OC(C)(C)C)(C)C)C(=CC(=C1)CCC(C=1SC(=CC1)C1=CC=C(C=C1)C(F)(F)F)=O)C (Tert-butyl 2-(2,6-dimethyl-4-(3-oxo-3-(5-(4-(trifluoromethyl)phenyl)thien-2-yl)propyl)-phenoxy)-2-methylpropanoate). As a reaction SMILES: [OH:1][C:2]1[C:7]([CH3:8])=[CH:6][C:5]([CH2:9][CH2:10][C:11]([C:13]2[S:14][C:15]([C:18]3[CH:23]=[CH:22][C:21]([C:24]([F:27])([F:26])[F:25])=[CH:20][CH:19]=3)=[CH:16][CH:17]=2)=[O:12])=[CH:4][C:3]=1[CH3:28].Br[C:30]([CH3:39])([CH3:38])[C:31]([O:33][C:34]([CH3:37])([CH3:36])[CH3:35])=[O:32].C(=O)([O-])[O-].[K+].[K+]>>[CH3:8][C:7]1[CH:6]=[C:5]([CH2:9][CH2:10][C:11](=[O:12])[C:13]2[S:14][C:15]([C:18]3[CH:19]=[CH:20][C:21]([C:24]([F:27])([F:25])[F:26])=[CH:22][CH:23]=3)=[CH:16][CH:17]=2)[CH:4]=[C:3]([CH3:28])[C:2]=1[O:1][C:30]([CH3:39])([CH3:38])[C:31]([O:33][C:34]([CH3:37])([CH3:36])[CH3:35])=[O:32] |f:2.3.4|. Reported procedure: Tert-butyl 2-(2,6-dimethyl-4-(3-oxo-3-(5-(4-(trifluoromethyl)phenyl)thien-2-yl)propyl)-phenoxy)-2-methylpropanoate is prepared from 3-(4-hydroxy-3,5-dimethylphenyl)-1-(5-(4-(trifluoromethyl)phenyl)thien-2-yl)propan-1-one according to general procedure D, using 15 equivalents of tert-butyl bromoisobutyrate and 15 equivalents of potassium carbonate added in portions of 3 equivalents in the course of the reaction. Reactants: Brc1ccc2ccsc2c1, N=C(c1ccccc1)c1ccccc1, CC(C)(C)[O-], Cc1ccccc1, [Na+]. Product: Nc1ccc2ccsc2c1. RXN SMILES: [Br:1][c:2]1[cH:3][cH:4][c:5]2[c:6]([s:7][cH:8][cH:9]2)[cH:10]1.[C:11]([c:12]1[cH:13][cH:14][cH:15][cH:16][cH:17]1)([c:18]1[cH:19][cH:20][cH:21][cH:22][cH:23]1)=[NH:24].[CH3:25][C:26]([CH3:27])([O-:28])[CH3:29].[CH3:31][c:32]1[cH:33][cH:34][cH:35][cH:36][cH:37]1.[Na+:30]>>[c:2]1([NH2:24])[cH:3][cH:4][c:5]2[c:6]([s:7][cH:8][cH:9]2)[cH:10]1. Starting materials: C(C)C=1OCCN1 (2-ethyl-4,5-dihydrooxazole), N1(C=NC=C1)C1=CC=C(C=C1)O (4-(1H-imidazol-1-yl)phenol). The product is N1(C=NC=C1)C1=CC=C(OCCNC(CC)=O)C=C1 (N-[2-[4-(1H-Imidazol-1-yl)phenoxy]ethyl]propionamide). RXN SMILES: [CH2:1]([C:3]1[O:4][CH2:5][CH2:6][N:7]=1)[CH3:2].[N:8]1([C:13]2[CH:18]=[CH:17][C:16]([OH:19])=[CH:15][CH:14]=2)[CH:12]=[CH:11][N:10]=[CH:9]1>>[N:8]1([C:13]2[CH:18]=[CH:17][C:16]([O:19][CH2:5][CH2:6][NH:7][C:3](=[O:4])[CH2:1][CH3:2])=[CH:15][CH:14]=2)[CH:12]=[CH:11][N:10]=[CH:9]1. Reported procedure: To 25 g (0.25 mol) of 2-ethyl-4,5-dihydrooxazole add 10.0 g (62 mmol) of 4-(1H-imidazol-1-yl)phenol. Reflux the reaction mixture. Monitor the progress of the reaction by thin-layer chromatography on silica gel (9:1, CH2Cl2 :MeOH). Upon completion of the reaction remove the excess starting material by distillation, add ethyl acetate, and wash the solution with 2 N NaOH. Dry the organic layer over anhydrous Na2SO4. Remove the drying agent by filtration and remove the solvent in vacuo. Recrystalliz... Starting materials: BrCC(=O)Br (bromoacetyl bromide), ice water, NC1=CC=C(C(=O)OC)C=C1 (methyl 4-aminobenzoate), CN(C)C=O (DMF), BrCC(=O)Br (Bromoacetyl bromide). The solvent is O1CCOCC1 (dioxane). Conditions: temperature 0 celsius, time 8 hour. Product: BrCC(=O)NC1=CC=C(C(=O)OC)C=C1 (Methyl 4-((Bromoacetyl)amino)benzoate). Isolated yield 76.1%. Reaction SMILES: [NH2:1][C:2]1[CH:11]=[CH:10][C:5]([C:6]([O:8][CH3:9])=[O:7])=[CH:4][CH:3]=1.CN(C=O)C.[Br:17][CH2:18][C:19](Br)=[O:20]>O1CCOCC1>[Br:17][CH2:18][C:19]([NH:1][C:2]1[CH:3]=[CH:4][C:5]([C:6]([O:8][CH3:9])=[O:7])=[CH:10][CH:11]=1)=[O:20]. Procedure details: A solution of methyl 4-aminobenzoate (5.0 g, 33 mmol) in a mixture of anhydrous DMF (30 mL) and anhydrous dioxane (30 mL) in a 250 mL 3-necked round-bottomed flask equipped with a constant addition funnel (60 mL) was cooled to 0° C. using an ice-bath. Bromoacetyl bromide (6.66 g, 2.9 mL, 33 mmol) was added dropwise, keeping the internal temperature between 0° to 5° C. over a 1/2 h period. After the addition the bromoacetyl bromide was completed, the solution was warmed to rt, stirred overnight, ... Reactants: O=C(O)CCCCCCCCCCCCCCCCN1C(=O)c2ccccc2C1=O, CO, NN, O. Yields the product NCCCCCCCCCCCCCCCCC(=O)O. As a reaction SMILES: [C:1]1(=[O:2])[N:5]([CH2:6][CH2:7][CH2:8][CH2:9][CH2:10][CH2:11][CH2:12][CH2:13][CH2:14][CH2:15][CH2:16][CH2:17][CH2:18][CH2:19][CH2:20][CH2:21][C:22](=[O:23])[OH:24])[C:3](=[O:4])[c:25]2[cH:26][cH:27][cH:28][cH:29][c:30]21.[CH3:34][OH:35].[NH2:32][NH2:33].[OH2:31]>>[NH2:5][CH2:6][CH2:7][CH2:8][CH2:9][CH2:10][CH2:11][CH2:12][CH2:13][CH2:14][CH2:15][CH2:16][CH2:17][CH2:18][CH2:19][CH2:20][CH2:21][C:22](=[O:23])[OH:24]. Starting materials: ClC1=CC=C(OCC(=O)NC2=C(C=CC=C2)NS(=O)(=O)C2=CC=C(C=C2)Cl)C=C1 (N-(4-Chlorophenoxyacetyl)-N′-(4-chlorobenzenesulfonyl)-o-phenylenediamine), resultant solution, resultant solution, O (water), CO (methanol). Run in O1CCCC1 (tetrahydrofuran), O1CCCC1 (tetrahydrofuran). Run at temperature 5 celsius, time 1 hour. The product is ClC1=CC=C(OCCNC2=C(C=CC=C2)NS(=O)(=O)C2=CC=C(C=C2)Cl)C=C1 (N-[2-(4-Chlorophenoxy)ethyl]-N′-(4-chlorobenzenesulfonyl)-o-phenylenediamine). Isolated yield 100.2%. As a reaction SMILES: CO.O.[Cl:4][C:5]1[CH:32]=[CH:31][C:8]([O:9][CH2:10][C:11]([NH:13][C:14]2[CH:19]=[CH:18][CH:17]=[CH:16][C:15]=2[NH:20][S:21]([C:24]2[CH:29]=[CH:28][C:27]([Cl:30])=[CH:26][CH:25]=2)(=[O:23])=[O:22])=O)=[CH:7][CH:6]=1>O1CCCC1>[Cl:4][C:5]1[CH:6]=[CH:7][C:8]([O:9][CH2:10][CH2:11][NH:13][C:14]2[CH:19]=[CH:18][CH:17]=[CH:16][C:15]=2[NH:20][S:21]([C:24]2[CH:25]=[CH:26][C:27]([Cl:30])=[CH:28][CH:29]=2)(=[O:22])=[O:23])=[CH:31][CH:32]=1. Procedure details: In a 2-L three-neck flask, the product of step (2) (100.00 g) was dissolved in tetrahydrofuran (500 ml) by using a stirrer and cooled on a water bath so that the inside temperature became 2-3° C. To the resultant solution, a borane-tetrahydrofuran complex—1 M tetrahydrofuran solution (532 ml) was added by using a syringe. After stirring for one hour at 5° C., the mixture was further stirred for four hours at room temperature, to thereby obtain an almost colorless reaction mixture. The reaction m...